Task: describe an organic reaction: reactants, conditions, products, and yield. Dataset: the Open Reaction Database (ORD), a public repository of structured organic reaction records Starting materials: C1=CC=CC=2C3=CC=CC=C3CC12 (fluorene), [Li]CCCC (n-BuLi), CCCCCC (hexane), C1CO1 (ethylene oxide), CCOCC (ether). Solvent: C1CCOC1 (THF). Reaction conditions: time 5 hour. The product is C1=CC=CC=2C3=CC=CC=C3C(C12)CCO (2-(9-Fluorenyl)ethanol). RXN SMILES: [CH:1]1[C:13]2[CH2:12][C:11]3[C:6](=[CH:7][CH:8]=[CH:9][CH:10]=3)[C:5]=2[CH:4]=[CH:3][CH:2]=1.[Li]CCCC.CCCCCC.[CH2:25]1[O:27][CH2:26]1.CCOCC>C1COCC1>[CH:1]1[C:13]2[CH:12]([CH2:25][CH2:26][OH:27])[C:11]3[C:6](=[CH:7][CH:8]=[CH:9][CH:10]=3)[C:5]=2[CH:4]=[CH:3][CH:2]=1. Procedure details: 2-(9-Fluorenyl)ethanol was prepared from a solution of fluorene (116.35 g, 0.7 mmol) in 800 ml of dry THF at -20° C. which was added n-BuLi in hexane (0.7 mol) keeping the temperature below -10° C. To the clear solution was rapidly added 357 ml of 1.4M ethylene oxide in ether (0.5 mol) keeping the temperature below 5° C. The reaction mixture was stirred for 5 hours, then quenched with 50 ml of saturated ammonium chloride solution. The THF was removed at a rotary evaporator. The residue was parti... Reactants: [I-].C[P+](C1=CC=CC=C1)(C1=CC=CC=C1)C1=CC=CC=C1 (methyltriphenylphosphonium iodide), [H-].C(C(C)C)[Al+]CC(C)C (diisobutylaluminum hydride), [Cl-].[NH4+] (ammonium chloride), C(CCC)[Li] (n-butyl lithium), C(C1=CC=CC=C1)N1C(CN(CC1)CC1=CC=CC=C1)C(=O)OCC (1,4-dibenzyl-2-(ethoxycarbonyl)piperazine), [Cl-].[NH4+] (ammonium chloride). Run in O1CCCC1 (tetrahydrofuran), CCCCCC (hexane), C(Cl)Cl (methylene chloride), O1CCCC1 (tetrahydrofuran), C(C)OCC (Diethyl ether), CCCCCC (hexane), C(Cl)Cl (methylene chloride). Run at temperature -78 celsius, time 2 hour. The product is C(C1=CC=CC=C1)N1C(CN(CC1)CC1=CC=CC=C1)C=C (1,4-Dibenzyl-2-ethenylpiperazine). RXN SMILES: [CH2:1]([N:8]1[CH2:13][CH2:12][N:11]([CH2:14][C:15]2[CH:20]=[CH:19][CH:18]=[CH:17][CH:16]=2)[CH2:10][CH:9]1C(OCC)=O)[C:2]1[CH:7]=[CH:6][CH:5]=[CH:4][CH:3]=1.[H-].[CH2:27]([Al+]CC(C)C)[CH:28](C)C.[Cl-].[NH4+].[I-].C[P+](C1C=CC=CC=1)(C1C=CC=CC=1)C1C=CC=CC=1.C([Li])CCC>C(Cl)Cl.O1CCCC1.C(OCC)C.CCCCCC>[CH2:1]([N:8]1[CH2:13][CH2:12][N:11]([CH2:14][C:15]2[CH:20]=[CH:19][CH:18]=[CH:17][CH:16]=2)[CH2:10][CH:9]1[CH:27]=[CH2:28])[C:2]1[CH:7]=[CH:6][CH:5]=[CH:4][CH:3]=1 |f:1.2,3.4,5.6|. Procedure: After a solution of 1,4-dibenzyl-2-(ethoxycarbonyl)piperazine (6.76 g) in methylene chloride (250 ml) was cooled to −78° C., diisobutylaluminum hydride (a 1.0 mol/l hexane solution, 39.90 ml) was added dropwise and the mixture was stirred at −78° C. for 2 hours. A saturated aqueous solution of ammonium chloride and methylene chloride were added to the reaction mixture. The water layer was extracted three times. The organic layers were combined, washed with distilled water and dried over anhydrou... The reactants are NC1=CC=CC=C1 (aniline), BrCC(CCBr)O (1,4-dibromo-2-butanol). The product is C1(=CC=CC=C1)N1CC(CC1)O (1-Phenyl-3-pyrrolidinol). As a reaction SMILES: [NH2:1][C:2]1[CH:7]=[CH:6][CH:5]=[CH:4][CH:3]=1.Br[CH2:9][CH:10]([OH:14])[CH2:11][CH2:12]Br>>[C:2]1([N:1]2[CH2:12][CH2:11][CH:10]([OH:14])[CH2:9]2)[CH:7]=[CH:6][CH:5]=[CH:4][CH:3]=1. Procedure: Referring to the above reaction diagram, tetrahydroquinoline may be alkylated in methanol by adding excess bromoethanol, sodium iodide and potassium carbonate and refluxing the solution for 24 hours. The product is preferably isolated in water and purified by vacuum distillation. If phenylpiperazine is the starting material, it is alkylated under the same reaction conditions. A 1-phenyl-4-piperidinol structure is synthesized by preparing N-but-3-enyl--N-methylaniline, and treating with aqueous t...